From a dataset of the Open Reaction Database (ORD), a public repository of structured organic reaction records. describe an organic reaction: reactants, conditions, products, and yield The reactants are [Br-].[Br-].[Br-].[NH+]1=CC=CC=C1.[NH+]1=CC=CC=C1.[NH+]1=CC=CC=C1 (pyridinium tribromide), N1C=CC2=CC=CN=C12 (7-azaindole), CC(C)(C)O (t-BuOH), [Br-].[Br-].[Br-].[NH+]1=CC=CC=C1.[NH+]1=CC=CC=C1.[NH+]1=CC=CC=C1 (pyridinium tribromide). Reaction conditions: time 3 hour. Yields the product BrC1(C(NC2=NC=CC=C21)=O)Br (3,3-Dibromo-1,3-dihydro-pyrrolo[2,3-b]pyridin-2-one). The yield is 75.0%. Reaction SMILES: [Br-:1].[Br-:2].[Br-].[NH+]1C=CC=CC=1.[NH+]1C=CC=CC=1.[NH+]1C=CC=CC=1.[NH:22]1[C:30]2[C:25](=[CH:26][CH:27]=[CH:28][N:29]=2)[CH:24]=[CH:23]1.CC([OH:35])(C)C>>[Br:1][C:24]1([Br:2])[C:25]2[C:30](=[N:29][CH:28]=[CH:27][CH:26]=2)[NH:22][C:23]1=[O:35] |f:0.1.2.3.4.5|. Procedure: Technical (90%) pyridinium tribromide (220.4 g, 0.62 mol) was added portionwise over a period of 30 min to a stirred suspension of 7-azaindole (1, 27.13 g, 0.23 mol) in t-BuOH (1.36 L). The mixture was stirred at r.t for 3 h, and more pyridinium tribromide (73.3 g, 0.21 mol) was added in one portion. After additional stirring at r.t. for 2 h, the solvent was evaporated under reduced pressure. The residue was separated between water:AcOEt=1:1 (4.2 L). The aqueous layer was extracted with AcOEt (2... Reactants: C[Si](C)(C)Cl (TMSCl), [I-].[K+] (potassium iodide), COC1=NC=C(C(=O)O)C=C1C(F)(F)F (6-methoxy-5-(trifluoromethyl)nicotinic acid). The solvent is CC#N (MeCN), CC#N (MeCN). Conditions: time 10 minute. Yields the product OC1=NC=C(C(=O)O)C=C1C(F)(F)F (6-hydroxy-5-(trifluoromethyl)nicotinic acid). Yield: 31.0%. RXN SMILES: C[Si](Cl)(C)C.[I-].[K+].C[O:9][C:10]1[C:18]([C:19]([F:22])([F:21])[F:20])=[CH:17][C:13]([C:14]([OH:16])=[O:15])=[CH:12][N:11]=1>CC#N>[OH:9][C:10]1[C:18]([C:19]([F:21])([F:20])[F:22])=[CH:17][C:13]([C:14]([OH:16])=[O:15])=[CH:12][N:11]=1 |f:1.2|. Reported procedure: To a solution of TMSCl (0.75 mL, 5.88 mmol) in dry MeCN is added potassium iodide (0.98 g, 5.88 mmol). The crude is stirred at room temperature for 10 mins. To this crude is added a solution of 6-methoxy-5-(trifluoromethyl)nicotinic acid (1.3 g, 5.88 mmol) in MeCN (2 mL). The crude is stirred at 80 deg C. for 4 hrs and room temperature for overnight. The crude is concentrated and diluted in ether and 1 N HCl. The organic layer is washed with water, brine, dried over MgSO4, filtered and concentra... Starting materials: OCCCCCCBr, O=C([O-])[O-], CC#N, [I-], [K+], [K+], C1CCN(c2nc(N3CCCC3)nc(N3CCNCC3)n2)C1, [Na+]. The product is OCCCCCCN1CCN(c2nc(N3CCCC3)nc(N3CCCC3)n2)CC1. As a reaction SMILES: [Br:1][CH2:2][CH2:3][CH2:4][CH2:5][CH2:6][CH2:7][OH:8].[C:31](=[O:32])([O-:33])[O-:34].[CH3:39][C:40]#[N:41].[I-:38].[K+:35].[K+:36].[N:9]1([c:14]2[n:15][c:16]([N:26]3[CH2:27][CH2:28][CH2:29][CH2:30]3)[n:17][c:18]([N:20]3[CH2:21][CH2:22][NH:23][CH2:24][CH2:25]3)[n:19]2)[CH2:10][CH2:11][CH2:12][CH2:13]1.[Na+:37]>>[CH2:2]([CH2:3][CH2:4][CH2:5][CH2:6][CH2:7][OH:8])[N:23]1[CH2:22][CH2:21][N:20]([c:18]2[n:17][c:16]([N:26]3[CH2:27][CH2:28][CH2:29][CH2:30]3)[n:15][c:14]([N:9]3[CH2:10][CH2:11][CH2:12][CH2:13]3)[n:19]2)[CH2:25][CH2:24]1. Reactants: C(C1=CC=CC=C1)OC1=CC(=C(C=C1)CCCl)NC(=O)C=1OC2=C(C1)C=C(C=C2)N (2-(4-benzyloxy-2-(5-aminobenzofuran-2-carboxamido)phenyl)ethyl chloride), N-[(N-BOC-(4-aminobutyl)-N-methylimidazole-4-(N-methylpyrrole-2-carboxamido)-2-carboxamido)]glutaramide monocarboxylic acid, CCN=C=NCCCN(C)C (EDCI), O.ON1N=NC2=C1C=CC=C2 (1-hydroxybenzotriazole hydrate). Solvent: CN(C)C=O (DMF). Reaction conditions: time 2 day. Yields the product N-[(N-BOC-(4-aminobutyl)-N-methylimidazole-4-(N-methylpyrrole-2-carboxamido)-2-carboxamido)]-N-[5-(3-benzyloxy-2-(2-chloroethyl)phenyl)benzofuran-2-carboxamido), C(CC(=O)N)CC(=O)N (glutarodiamide). Reported procedure: To the 2-(4-benzyloxy-2-(5-aminobenzofuran-2-carboxamido)phenyl)ethyl chloride (0.243 mmol) was added the N-[(N-BOC-(4-aminobutyl)-N-methylimidazole-4-(N-methylpyrrole-2-carboxamido)-2-carboxamido)]glutaramide monocarboxylic acid (0.133 g, 0.258 mmol), EDCI (0.093 g, 0.486 mmol) and 1-hydroxybenzotriazole hydrate [HOBT] (0.033 g, 0.244 mmol) which was then dissolved in DMF (15 mL). Dissolution was aided by sonication and the suspension stirred under nitrogen at room temperature for two days with... The yield is 395.3%. RXN SMILES: C(OC1C=CC(CCCl)=C([NH:18][C:19]([C:21]2[O:22][C:23]3C=CC(N)=C[C:24]=3[CH:25]=2)=[O:20])C=1)C1C=CC=CC=1.CC[N:33]=C=NCCCN(C)C.O.ON1C2C=CC=CC=2N=N1>CN(C=O)C>[CH2:25]([CH2:21][C:19]([NH2:18])=[O:20])[CH2:24][C:23]([NH2:33])=[O:22] |f:2.3|. Reactants: O.NN (hydrazine hydrate), N1=CC=CC=2CCCC(C12)NCCCCN1C(C2=CC=CC=C2C1=O)=O (2-[4-(5,6,7,8-tetrahydro-quinolin-8-ylamino)-butyl]-isoindole-1,3-dione), C(C)OCC (Diethyl ether). Solvent: C(C)O (ethanol). Run at time 16 hour. Yields the product N1=CC=CC=2CCCC(C12)NCCCCN (N-(5,6,7,8-Tetrahydro-quinolin-8yl)-butane-1,4-diamine). Isolated yield 71.8%. RXN SMILES: [N:1]1[C:10]2[CH:9]([NH:11][CH2:12][CH2:13][CH2:14][CH2:15][N:16]3C(=O)C4C(=CC=CC=4)C3=O)[CH2:8][CH2:7][CH2:6][C:5]=2[CH:4]=[CH:3][CH:2]=1.O.NN.C(OCC)C>C(O)C>[N:1]1[C:10]2[CH:9]([NH:11][CH2:12][CH2:13][CH2:14][CH2:15][NH2:16])[CH2:8][CH2:7][CH2:6][C:5]=2[CH:4]=[CH:3][CH:2]=1 |f:1.2|. Procedure: To a solution of 2-[4-(5,6,7,8-tetrahydro-quinolin-8-ylamino)-butyl]-isoindole-1,3-dione (15.0 g, 42.98 mmol) dissolved in ethanol (215 ml) was added hydrazine hydrate (13.4 ml). The solution was stirred for 16 hours at room temperature under a N2 atmosphere. A white precipitate formed. Diethyl ether (215 ml) was added and the mixture was stirred for 10 min then filtered and concentrated. Purification via column chromatography on silica gel (CH2Cl2:MeOH:NH4OH, 96:3:1, v/v/v) afforded the product...